This data is from the Open Reaction Database (ORD), a public repository of structured organic reaction records. The task is: describe an organic reaction: reactants, conditions, products, and yield Reactants: O=C1CCCC(=O)O1, COC(=O)CC(N)c1ccc(NC(=O)Cc2ccc(NC(=O)Nc3ccccc3C)c(OC)c2)cc1, C1CCOC1. Product: COC(=O)CC(NC(=O)CCCC(=O)O)c1ccc(NC(=O)Cc2ccc(NC(=O)Nc3ccccc3C)c(OC)c2)cc1. Reaction SMILES: [C:37]1(=[O:44])[CH2:38][CH2:39][CH2:40][C:41](=[O:42])[O:43]1.[CH3:1][O:2][C:3]([CH2:4][CH:5]([c:6]1[cH:7][cH:8][c:9]([NH:12][C:13]([CH2:14][c:15]2[cH:16][c:17]([O:32][CH3:33])[c:18]([NH:21][C:22](=[O:23])[NH:24][c:25]3[c:26]([CH3:31])[cH:27][cH:28][cH:29][cH:30]3)[cH:19][cH:20]2)=[O:34])[cH:10][cH:11]1)[NH2:35])=[O:36].[O:45]1[CH2:46][CH2:47][CH2:48][CH2:49]1>>[CH3:1][O:2][C:3]([CH2:4][CH:5]([c:6]1[cH:7][cH:8][c:9]([NH:12][C:13]([CH2:14][c:15]2[cH:16][c:17]([O:32][CH3:33])[c:18]([NH:21][C:22](=[O:23])[NH:24][c:25]3[c:26]([CH3:31])[cH:27][cH:28][cH:29][cH:30]3)[cH:19][cH:20]2)=[O:34])[cH:10][cH:11]1)[NH:35][C:37]([CH2:38][CH2:39][CH2:40][C:41](=[O:42])[OH:43])=[O:44])=[O:36]. Starting materials: COc1ccc(C(=O)O)cc1C=Cc1ccc(Br)cc1, NCCO. The product is COc1ccc(C(=O)NCCO)cc1C=Cc1ccc(Br)cc1. As a reaction SMILES: [Br:1][c:2]1[cH:3][cH:4][c:5]([CH:8]=[CH:9][c:10]2[cH:11][c:12]([C:13](=[O:14])[OH:15])[cH:16][cH:17][c:18]2[O:19][CH3:20])[cH:6][cH:7]1.[NH2:21][CH2:22][CH2:23][OH:24]>>[Br:1][c:2]1[cH:3][cH:4][c:5]([CH:8]=[CH:9][c:10]2[cH:11][c:12]([C:13](=[O:15])[NH:21][CH2:22][CH2:23][OH:24])[cH:16][cH:17][c:18]2[O:19][CH3:20])[cH:6][cH:7]1. Starting materials: C[Mg]Cl (methylmagnesium chloride), C(=O)(OC(C)(C)C)N1[C@H](C=O)CCC1 (BOC-L-prolinal), crude product. The product is C(=O)(OC(C)(C)C)N1[C@@H](CCC1)C(C)=O (BOC-2(S)-acetylpyrrolidine). RXN SMILES: [CH3:1][Mg]Cl.[C:4]([N:11]1[CH2:17][CH2:16][CH2:15][C@H:12]1[CH:13]=[O:14])([O:6][C:7]([CH3:10])([CH3:9])[CH3:8])=[O:5]>>[C:4]([N:11]1[CH2:17][CH2:16][CH2:15][C@H:12]1[C:13](=[O:14])[CH3:1])([O:6][C:7]([CH3:10])([CH3:9])[CH3:8])=[O:5]. Procedure: 25 ml (75 mmol) 3 M methylmagnesium chloride (diethyl ether) and 8.25 g (41.4 mmol) BOC-L-prolinal were allowed to react at −80° C. for 30 min according to procedure F. Yield of the crude product 9.19 g. The product was purified with a silica column using 33% ethyl acetate in petroleum ether as eluent. Yield 7.54 g (35.0 mmol 85%). The product was oxidized to the corresponding ketone according to procedure G. Yield of crude product 6.91 g. The product was purified with a silica column using 20–2...